This data is from the Open Reaction Database (ORD), a public repository of structured organic reaction records. The task is: describe an organic reaction: reactants, conditions, products, and yield Reactants: CO (MeOH), FC1=CC=C(OC2=CC=C(C=C2)C2=NC(=CC(=N2)C(=O)O)C=C)C=C1 (2-(4-(4-fluorophenoxy)phenyl)-6-vinylpyrimidine-4-carboxylic acid), C=1C=CC2=C(C1)N=NN2O (HOBt), C(CCl)Cl (EDC). Run in ClCCl (dichloromethane). Product: FC1=CC=C(OC2=CC=C(C=C2)C2=NC(=CC(=N2)C(=O)OC)C=C)C=C1 (methyl 2-(4-(4-fluorophenoxy)phenyl)-6-vinylpyrimidine-4-carboxylate). Yield: 93.7%. As a reaction SMILES: [F:1][C:2]1[CH:25]=[CH:24][C:5]([O:6][C:7]2[CH:12]=[CH:11][C:10]([C:13]3[N:18]=[C:17]([C:19]([OH:21])=[O:20])[CH:16]=[C:15]([CH:22]=[CH2:23])[N:14]=3)=[CH:9][CH:8]=2)=[CH:4][CH:3]=1.[CH:26]1C=CC2N(O)N=NC=2C=1.C(Cl)CCl.CO>ClCCl>[F:1][C:2]1[CH:25]=[CH:24][C:5]([O:6][C:7]2[CH:8]=[CH:9][C:10]([C:13]3[N:18]=[C:17]([C:19]([O:21][CH3:26])=[O:20])[CH:16]=[C:15]([CH:22]=[CH2:23])[N:14]=3)=[CH:11][CH:12]=2)=[CH:4][CH:3]=1. Procedure: 2-(4-(4-fluorophenoxy)phenyl)-6-vinylpyrimidine-4-carboxylic acid (23) (580 mg, 1.73 mmol), HOBt (279.5 mg, 2.07 mmol), and EDC (395.4 mg, 2.07 mmol) in dry dichloromethane were stirred for 20 minutes at room temperature and MeOH (3.46 mL, 86.5 mmol) was added thereto. After the reaction was complete, the solvent was removed in vacuo. The residue was dissolved in dichloromethane which was then washed with H2O. The organic layer was dried over anhydrous MgSO4 and concentrated to give oily residue... Starting materials: Brc1ccnc2[nH]ccc12, CC[N+](CC)(CC)Cc1ccccc1, ClCCl, [Cl-], [Na+], [OH-], O=S(=O)(Cl)c1ccccc1. The product is O=S(=O)(c1ccccc1)n1ccc2c(Br)ccnc21. As a reaction SMILES: [Br:1][c:2]1[c:3]2[c:4]([n:5][cH:6][cH:7]1)[nH:8][cH:9][cH:10]2.[CH2:24]([N+:25]([CH2:26][CH3:27])([CH2:28][CH3:29])[CH2:30][CH3:31])[c:32]1[cH:33][cH:34][cH:35][cH:36][cH:37]1.[CH2:38]([Cl:39])[Cl:40].[Cl-:23].[Na+:12].[OH-:11].[c:13]1([S:19](=[O:20])(=[O:21])[Cl:22])[cH:14][cH:15][cH:16][cH:17][cH:18]1>>[Br:1][c:2]1[c:3]2[c:4]([n:5][cH:6][cH:7]1)[n:8]([S:19]([c:13]1[cH:14][cH:15][cH:16][cH:17][cH:18]1)(=[O:20])=[O:21])[cH:9][cH:10]2.